Dataset: the Open Reaction Database (ORD), a public repository of structured organic reaction records. Task: describe an organic reaction: reactants, conditions, products, and yield Reactants: C(C)(C)(C)OC(=O)N1CCC2=C(CC1)C(=C(C=C2)Cl)CCl (3-tert-butoxycarbonyl-7-chloro-6-chloromethyl-2,3,4,5-tetrahydro-1H-benzo[d]azepine), [Br-].[Li+] (lithium bromide). Run in C1CCOC1 (THF). The product is BrCC1=C(C=CC=2CCN(CCC21)C(=O)OC(C)(C)C)Cl (6-Bromomethyl-3-tert-butoxycarbonyl-7-chloro-2,3,4,5-tetrahydro-1H-benzo[d]azepine). The yield is 85.2%. As a reaction SMILES: [C:1]([O:5][C:6]([N:8]1[CH2:14][CH2:13][C:12]2[C:15]([CH2:20]Cl)=[C:16]([Cl:19])[CH:17]=[CH:18][C:11]=2[CH2:10][CH2:9]1)=[O:7])([CH3:4])([CH3:3])[CH3:2].[Br-:22].[Li+]>C1COCC1>[Br:22][CH2:20][C:15]1[C:12]2[CH2:13][CH2:14][N:8]([C:6]([O:5][C:1]([CH3:4])([CH3:3])[CH3:2])=[O:7])[CH2:9][CH2:10][C:11]=2[CH:18]=[CH:17][C:16]=1[Cl:19] |f:1.2|. Procedure: Combine 3-tert-butoxycarbonyl-7-chloro-6-chloromethyl-2,3,4,5-tetrahydro-1H-benzo[d]azepine (3.17 g, 8.14 mmol) and lithium bromide (0.98 g, 11.3 mmol) in anhydrous THF (60 mL) and stir at room temperature for 1 h. Concentrate in vacuo and partition the residue between dichloromethane/water. Dry the organic phase over Na2SO4, filter and concentrate in vacuo. Purify the crude mixture by chromatography on silica gel eluting with hexane/EtOAc (1:0 and 10:1) to obtain the title compound as a white s... Starting materials: COC(C)(C)C (t-butyl methyl ether), O (water), NC(C(=O)OCC)CC1=CC=CC=C1 (ethyl 2-amino-3-phenylpropionate), Cl.C(C)O (hydrochloric acid ethanol). Run in C1CCCCC1 (cyclohexane). Conditions: temperature 30 celsius, time 168 hour. The product is Cl.N[C@@H](C(=O)OCC)CC1=CC=CC=C1 (ethyl (R)-2-amino-3-phenylpropionate hydrochloride). Reaction SMILES: COC(C)(C)C.O.[NH2:8][CH:9]([CH2:15][C:16]1[CH:21]=[CH:20][CH:19]=[CH:18][CH:17]=1)[C:10]([O:12][CH2:13][CH3:14])=[O:11].[ClH:22].C(O)C>C1CCCCC1>[ClH:22].[NH2:8][C@H:9]([CH2:15][C:16]1[CH:17]=[CH:18][CH:19]=[CH:20][CH:21]=1)[C:10]([O:12][CH2:13][CH3:14])=[O:11] |f:3.4,6.7|. Procedure details: To 80 mL of t-butyl methyl ether saturated with water were added 4.00 g (20.7 mmol) of ethyl 2-amino-3-phenylpropionate (racemic mixture) and 800 mg of a lipase (AMANO LIPASE PS (Trade name); available from ALDRICH CORPORATION) originated from Burkholderia cepacia (Pseudomonas cepacia), and the mixture was reacted with stirring at 30° C. After 168 hours, the reaction mixture was filtered, dried over magnesium sulfate, filtered, concentrated under reduced pressure and 12 mL of cyclohexane was add... Reactants: NCC(CP(OCC)(=O)C(OCC)OCC)C1=CC=CC=C1 (ethyl 3-amino-2-phenylpropyl(diethoxymethyl)phosphinate). The reagents and catalysts are [Rh] (rhodium). Run in C(C)(C)(C)O (tertiary butanol), C(C)(C)(C)O (tertiary butanol). Run at time 20 hour. Product: NCC(CP(OCC)(=O)C(OCC)OCC)C1CCCCC1 (ethyl 3-amino-2-cyclohexylpropyl(diethoxymethyl)phosphinate). As a reaction SMILES: [NH2:1][CH2:2][CH:3]([C:17]1[CH:22]=[CH:21][CH:20]=[CH:19][CH:18]=1)[CH2:4][P:5]([CH:10]([O:14][CH2:15][CH3:16])[O:11][CH2:12][CH3:13])(=[O:9])[O:6][CH2:7][CH3:8]>C(O)(C)(C)C.[Rh]>[NH2:1][CH2:2][CH:3]([CH:17]1[CH2:18][CH2:19][CH2:20][CH2:21][CH2:22]1)[CH2:4][P:5]([CH:10]([O:14][CH2:15][CH3:16])[O:11][CH2:12][CH3:13])(=[O:9])[O:6][CH2:7][CH3:8]. Procedure details: A solution of 3.45 g of ethyl 3-amino-2-phenylpropyl(diethoxymethyl)phosphinate in 25 ml of tertiary butanol is added to 2.0 g of 5% rhodium in alumina, suspended in 25 ml of tertiary butanol. The resulting mixture is hydrogenated at an atmosphere of 150 bar and temperature of 100° C. for a period of 20 hours. The mixture is then filtered and the filtrate is concentrated under reduced pressure. The crude product is chromatographed on silica gel using ethanol as eluent to give ethyl 3-amino-2-cyc...